This data is from the Open Reaction Database (ORD), a public repository of structured organic reaction records. The task is: describe an organic reaction: reactants, conditions, products, and yield Reactants: C(CCCCCCCCCCC)SC1=NN=C(S1)S (5-(dodecylthio)-1,3,4-thiadiazole-2-thiol), [H-].[Na+] (NaH), ClC=1C(=NC=CN1)C#N (3-chloropyrazine-2-carbonitrile). The solvent is CN(C)C=O (DMF), C1=CC=CC=C1 (benzene). Conditions: time 8 hour. Product: C(CCCCCCCCCCC)SC1=NN=C(S1)SC=1C(=NC=CN1)C#N (3-(5-(dodecylthio)-1,3,4-thiadiazol-2-ylthio)pyrazine-2-carbonitrile). RXN SMILES: [CH2:1]([S:13][C:14]1[S:18][C:17]([SH:19])=[N:16][N:15]=1)[CH2:2][CH2:3][CH2:4][CH2:5][CH2:6][CH2:7][CH2:8][CH2:9][CH2:10][CH2:11][CH3:12].[H-].[Na+].Cl[C:23]1[C:24]([C:29]#[N:30])=[N:25][CH:26]=[CH:27][N:28]=1>CN(C=O)C.C1C=CC=CC=1>[CH2:1]([S:13][C:14]1[S:18][C:17]([S:19][C:23]2[C:24]([C:29]#[N:30])=[N:25][CH:26]=[CH:27][N:28]=2)=[N:16][N:15]=1)[CH2:2][CH2:3][CH2:4][CH2:5][CH2:6][CH2:7][CH2:8][CH2:9][CH2:10][CH2:11][CH3:12] |f:1.2|. Procedure details: The title compound was prepared according to Example 1 by using 5-(dodecylthio)-1,3,4-thiadiazole-2-thiol (319 mg, 1.00 mmol), NaH (60% dispersion in mineral oil, 44 mg, 1.10 mmol), and 3-chloropyrazine-2-carbonitrile (140 mg, 1.00 mmol) in DMF and benzene (6 ml, 1/1) by stirring at room temperature under nitrogen atmosphere overnight. Reactants: [Li]CCCC, CCCCCC, CC(C)NC(C)C, CCC1C(O)CC(=O)N1c1ccc(C#N)c(Cl)c1, CI, C1CCOC1, O. The product is CCC1C(O)C(C)C(=O)N1c1ccc(C#N)c(Cl)c1. As a reaction SMILES: [CH2:14]([Li:15])[CH2:16][CH2:17][CH3:18].[CH3:8][CH2:9][CH2:10][CH2:11][CH2:12][CH3:13].[CH:1]([NH:2][CH:3]([CH3:4])[CH3:5])([CH3:6])[CH3:7].[Cl:19][c:20]1[c:21]([C:22]#[N:23])[cH:24][cH:25][c:26]([N:28]2[CH:29]([CH2:35][CH3:36])[CH:30]([OH:34])[CH2:31][C:32]2=[O:33])[cH:27]1.[I:37][CH3:38].[O:39]1[CH2:40][CH2:41][CH2:42][CH2:43]1.[OH2:44]>>[CH3:1][CH:31]1[CH:30]([OH:34])[CH:29]([CH2:35][CH3:36])[N:28]([c:26]2[cH:25][cH:24][c:21]([C:22]#[N:23])[c:20]([Cl:19])[cH:27]2)[C:32]1=[O:33]. Reaction SMILES: Cl.[C:2]([C:6]1[CH:7]=[C:8]([C:12]2[CH:13]=[C:14]([CH:19]=[CH:20][N:21]=2)[C:15]([O:17][CH3:18])=[O:16])[CH:9]=[CH:10][CH:11]=1)([CH3:5])([CH3:4])[CH3:3]>CO.[Pt](=O)=O>[C:2]([C:6]1[CH:7]=[C:8]([CH:12]2[CH2:13][CH:14]([C:15]([O:17][CH3:18])=[O:16])[CH2:19][CH2:20][NH:21]2)[CH:9]=[CH:10][CH:11]=1)([CH3:5])([CH3:3])[CH3:4] |f:0.1|. Procedure: Methyl 2-(3-tert-butylphenyl)isonicotinate hydrochloride (3 g, 9.81 mmol) was dissolved in methanol (100 mL) and platinum(IV) oxide (0.111 g, 0.49 mmol) added. The resulting mixture was hydrogenated in a Büchi hydrogenator at room temperature and 5 bar for 13 h. To the mixture was added platinum(IV) oxide (40 mg), and the mixture was hydrogenated in a Büchi hydrogenator at room temperature and 5 bar for 1 h. The catalyst was filtered off and washed with MeOH and the eluate evaporated. DCM and sa... Yields the product C(C)(C)(C)C=1C=C(C=CC1)C1NCCC(C1)C(=O)OC (methyl 2-(3-tert-butylphenyl)piperidine-4-carboxylate). Run in CO (methanol). Isolated yield 94.8%. The reagents and catalysts are [Pt](=O)=O (platinum(IV) oxide), [Pt](=O)=O (platinum(IV) oxide). Reactants: Cl.C(C)(C)(C)C=1C=C(C=CC1)C=1C=C(C(=O)OC)C=CN1 (Methyl 2-(3-tert-butylphenyl)isonicotinate hydrochloride). Reaction conditions: time 13 hour. Reactants: CS(=O)(=O)C1=NC(=CC(=N1)OCCN1CCCCC1)C1=CC(=CC=C1)C(F)(F)F (2-methanesulfonyl-4-(2-piperidin-1-yl-ethoxy)-6-(3-trifluoromethyl phenyl)-pyrimidine), [C-]#N.[Na+] (sodium cyanide). Reagents/catalysts: CS(=O)C (DMSO). The solvent is C(C)#N (acetonitrile). Run at time 18 hour. Yields the product N1(CCCCC1)CCOC1=NC(=NC(=C1)C1=CC(=CC=C1)C(F)(F)F)C#N (4-(2-Piperidin-1-yl-ethoxy)-6-(3-trifluoromethyl-phenyl)-pyrimidine-2-carbonitrile). The yield is 68.6%. Reaction SMILES: CS([C:5]1[N:10]=[C:9]([O:11][CH2:12][CH2:13][N:14]2[CH2:19][CH2:18][CH2:17][CH2:16][CH2:15]2)[CH:8]=[C:7]([C:20]2[CH:25]=[CH:24][CH:23]=[C:22]([C:26]([F:29])([F:28])[F:27])[CH:21]=2)[N:6]=1)(=O)=O.[C-:30]#[N:31].[Na+]>C(#N)C.CS(C)=O>[N:14]1([CH2:13][CH2:12][O:11][C:9]2[CH:8]=[C:7]([C:20]3[CH:25]=[CH:24][CH:23]=[C:22]([C:26]([F:29])([F:28])[F:27])[CH:21]=3)[N:6]=[C:5]([C:30]#[N:31])[N:10]=2)[CH2:19][CH2:18][CH2:17][CH2:16][CH2:15]1 |f:1.2|. Procedure: A mixture of 2-methanesulfonyl-4-(2-piperidin-1-yl-ethoxy)-6-(3-trifluoromethyl phenyl)-pyrimidine (50 mg, 0.12 mmol) and sodium cyanide (12 mg, 0.23 mmol) in acetonitrile (1.5 ml) with a few drops of DMSO was stirred at room temperature for 18 h. The solvent was removed under reduced pressure. The residue was chromatographed over silica gel (eluent: CH2Cl2 to CH2Cl2/MeOH 95/5) to yield 31 mg of the above titled compound, yield: 70%. HPLC: 99.5%. Reactants: C(C)C1=C(C=CC=C1)O (2-ethylphenol), ClC(C)(CCC(C)(C)Cl)C (2,5-dichloro-2,5-dimethylhexane), C1(=CC=CC=C1)O (phenol). The product is C(C)C=1C(=CC=2C(CCC(C2C1)(C)C)(C)C)O (3-ethyl-5,5,8,8-tetramethyl-5,6,7,8-tetrahydro-2-naphthol). Reaction SMILES: [CH2:1]([C:3]1[CH:8]=[CH:7][CH:6]=[CH:5][C:4]=1[OH:9])[CH3:2].Cl[C:11]([CH3:19])([CH2:13][CH2:14][C:15](Cl)([CH3:17])[CH3:16])[CH3:12].C1(O)C=CC=CC=1>>[CH2:1]([C:3]1[C:4]([OH:9])=[CH:5][C:6]2[C:11]([CH3:19])([CH3:12])[CH2:13][CH2:14][C:15]([CH3:17])([CH3:16])[C:7]=2[CH:8]=1)[CH3:2]. Reported procedure: In a manner similar to Example 7(a) above, by the reaction of 15 g (0.123 mol) of 2-ethylphenol with 22.5 g (0.123 mol) of 2,5-dichloro-2,5-dimethylhexane, 25.4 g (89%) of the expected phenol of melting point 88-9° C. were obtained after chromatography on a silica column eluted with dichloromethane.